This data is from the Open Reaction Database (ORD), a public repository of structured organic reaction records. The task is: describe an organic reaction: reactants, conditions, products, and yield Reactants: residue, ClC(=O)OCC1=CC=CC=C1 (benzyl chloroformate), TEA, C1(CCCCC1)NC1=CC(=CC=C1)OC1=CC(=C(C=C1)[N+](=O)[O-])C(OC)OC (cyclohexyl-[3-(3-dimethoxymethyl-4-nitro-phenoxy)-phenyl]-amine), C(=O)([O-])[O-].[Na+].[Na+] (Na2CO3), ClC(=O)OCC1=CC=CC=C1 (benzyl chloroformate). Solvent: C(Cl)Cl (DCM), O (H2O), C1CCOC1 (THF), C1CCOC1 (THF). Reaction conditions: temperature 5 celsius. The product is C(C1=CC=CC=C1)OC(N(C1=CC(=CC=C1)OC1=CC(=C(C=C1)[N+](=O)[O-])C(OC)OC)C1CCCCC1)=O (Cyclohexyl-[3-(3-dimethoxymethyl-4-nitro-phenoxy)-phenyl]-carbamic acid benzyl ester). As a reaction SMILES: [CH:1]1([NH:7][C:8]2[CH:13]=[CH:12][CH:11]=[C:10]([O:14][C:15]3[CH:20]=[CH:19][C:18]([N+:21]([O-:23])=[O:22])=[C:17]([CH:24]([O:27][CH3:28])[O:25][CH3:26])[CH:16]=3)[CH:9]=2)[CH2:6][CH2:5][CH2:4][CH2:3][CH2:2]1.C([O-])([O-])=O.[Na+].[Na+].Cl[C:36]([O:38][CH2:39][C:40]1[CH:45]=[CH:44][CH:43]=[CH:42][CH:41]=1)=[O:37]>O.C1COCC1.C(Cl)Cl>[CH2:39]([O:38][C:36](=[O:37])[N:7]([CH:1]1[CH2:2][CH2:3][CH2:4][CH2:5][CH2:6]1)[C:8]1[CH:13]=[CH:12][CH:11]=[C:10]([O:14][C:15]2[CH:20]=[CH:19][C:18]([N+:21]([O-:23])=[O:22])=[C:17]([CH:24]([O:25][CH3:26])[O:27][CH3:28])[CH:16]=2)[CH:9]=1)[C:40]1[CH:45]=[CH:44][CH:43]=[CH:42][CH:41]=1 |f:1.2.3|. Procedure details: A mixture of cyclohexyl-[3-(3-dimethoxymethyl-4-nitro-phenoxy)-phenyl]-amine (0.00868 mol) and Na2CO3 (0.02083 mol) in H2O (15 mL) and THF (75 mL) was stirred at 5° C. A solution of benzyl chloroformate (0.0104 mol) in THF (25 mL) was added dropwise over 15 min at 5° C. The resultant reaction mixture was stirred for 21 hours at room temperature. This mixture was extracted with diisopropyl ether. The separated organic layer was dried (MgSO4) and filtered, and the solvent was evaporated. The resid... Isolated yield 95.0%. The solvent is CCOC(=O)C (EtOAc), O (water). Yields the product C(C1=CC=CC=C1)OC1=CC=C(C=O)C=C1 (4-benzyloxybenzaldehyde). Starting materials: OC1=CC=C(C=O)C=C1 (4-hydroxybenzaldehyde), C([O-])([O-])=O.[K+].[K+] (potassium carbonate), [I-].[K+] (potassium iodide), CN(C)C=O (DMF). Conditions: time 8 hour. Reported procedure: To a stirred mixture of 4-hydroxybenzaldehyde (28.2 g, 231 mmol), potassium carbonate (47.9 g, 35 mmol), potassium iodide and DMF(280 mL) benzyl bromide was added slowly at 0° C. The mixture was stirred at rt overnight. The mixture was diluted with EtOAc and water. The layers were separated and the aqueous layer was extracted with EtOAc. The combined organic layers were washed with 1N aq HCl and dried. The solution was concentrated to give 4-benzyloxybenzaldehyde (46.5 g, 95%). 1H NMR: (CDCl3, 4... RXN SMILES: O[C:2]1[CH:9]=[CH:8][C:5]([CH:6]=O)=[CH:4][CH:3]=1.[C:10](=[O:13])([O-])[O-].[K+].[K+].[I-].[K+].CN([CH:21]=[O:22])C>CCOC(C)=O.O>[CH2:6]([O:22][C:21]1[CH:8]=[CH:9][C:2]([CH:10]=[O:13])=[CH:3][CH:4]=1)[C:5]1[CH:8]=[CH:9][CH:2]=[CH:3][CH:4]=1 |f:1.2.3,4.5|. Reactants: C(C)C1=NN2C(C=CC=C2)=C1\C(=C/C)\C (2-ethyl-3-[(1Z)-1-methylprop-1-enyl]pyrazolo[1,5-a]pyridine), C(C)C1=NN2C(C=CC=C2)=C1C(=C)CC (2-ethyl-3-(1-ethylvinyl)pyrazolo[1,5-a]pyridine), mixture, C1=CCCCC1 (cyclohexene). Reagents/catalysts: [Pd] (palladium on carbon). Run at temperature 85 celsius. Product: C(C)(CC)C=1C(=NN2C1C=CC=C2)CC (3-sec-butyl-2-ethylpyrazolo[1,5-a]pyridine). The yield is 86.0%. As a reaction SMILES: [CH2:1]([C:3]1[C:11](/[C:12](/[CH3:15])=[CH:13]\[CH3:14])=[C:6]2[CH:7]=[CH:8][CH:9]=[CH:10][N:5]2[N:4]=1)[CH3:2].C(C1C(C(CC)=C)=C2C=CC=CN2N=1)C.C1CCCCC=1>[Pd]>[CH:12]([C:11]1[C:3]([CH2:1][CH3:2])=[N:4][N:5]2[CH:10]=[CH:9][CH:8]=[CH:7][C:6]=12)([CH2:13][CH3:14])[CH3:15]. Reported procedure: A 0° C. solution of 1-(2-ethylpyrazolo[1,5-a]pyridin-3-yl)ethanone (1.33 g, 7.1 mmol) in THF (20.0 mL) was treated with 1.0M THF solution of ethyl magnesium bromide (9.0 mL, 9.0 mmol). The reaction was allowed to warm to room temperature and stirred for 2.5 hours. An additional amount of ethyl magnesium bromide (2.0 mL, 2.0 mmol) was added and the reaction stirred for 1.5 hours. The reaction was quenched with 2N HCl then extracted with ethyl acetate, washed with brine, dried over MgSO4 and filte... The reactants are CN(C)C=O (DMF), ClC1=CC2=C(NC(=N2)CNC2=C(NC=C2)C(=O)OCC)C=C1 (ethyl 3-{[(5-chloro-1H-benzimidazol-2-yl)methyl]amino}-1H-pyrrole-2-carboxylate), C(C1=CC=CC=C1)(=O)N=C=S (Benzoyl isothiocyanate). Run in C(Cl)Cl (CH2Cl2). Run at time 1 hour. Product: ClC1=CC2=C(NC(=N2)CN2C(NC(C3=C2C=CN3)=O)=S)C=C1 (1-[(5-Chloro-1H-benzimidazol-2-yl)methyl]-2-thioxo-1,2,3,5-tetrahydro-pyrrolo[3,2-d]pyrimidin-4-one). Yield: 43.2%. As a reaction SMILES: [Cl:1][C:2]1[CH:22]=[CH:21][C:5]2[NH:6][C:7]([CH2:9][NH:10][C:11]3[CH:15]=[CH:14][NH:13][C:12]=3[C:16]([O:18]CC)=O)=[N:8][C:4]=2[CH:3]=1.CN(C=O)C.C([N:36]=[C:37]=[S:38])(=O)C1C=CC=CC=1>C(Cl)Cl>[Cl:1][C:2]1[CH:22]=[CH:21][C:5]2[NH:6][C:7]([CH2:9][N:10]3[C:11]4[CH:15]=[CH:14][NH:13][C:12]=4[C:16](=[O:18])[NH:36][C:37]3=[S:38])=[N:8][C:4]=2[CH:3]=1. Reported procedure: A solution of ethyl 3-{[(5-chloro-1H-benzimidazol-2-yl)methyl]amino}-1H-pyrrole-2-carboxylate (0.074 g, 0.23 mmol) in CH2Cl2 was stirred for 5 minutes. DMF (0.2 mL) was added to enhance solubility. Benzoyl isothiocyanate (0.045 g,0.28 mmol) was added and the mixture was stirred for 1 h then concentrated in vacuo. The crude intermediate was taken up in ammonia (7N in methanol, 2 mL) and was stirred at 70° C. for 1.5 h in a sealed vessel. After cooling to r.t. the precipitated product was collecte... Reactants: C(C)(=O)O[BH-](OC(C)=O)OC(C)=O.[Na+] (sodium triacetoxyborohydride), CO (Methanol), CN(C(=O)C1=CCC2(CCNCC2)C2=CC=CC=C12)C (N,N-dimethyl-2H-spiro[naphthalene-1,4′-piperidine]-4-carboxamide), O=C1CCN(CC1)C(=O)OCC (ethyl 4-oxopiperidine-1-carboxylate). The reagents and catalysts are CC([O-])C.[Ti+4].CC([O-])C.CC([O-])C.CC([O-])C (titanium (IV) isopropoxide). Run in ClCCCl (1,2-dichloroethane). Reaction conditions: time 18 hour. The product is CN(C(=O)C1=CCC2(CCN(CC2)C2CCN(CC2)C(=O)OCC)C2=CC=CC=C12)C (ethyl 4-(4-(dimethylcarbamoyl)-2H-spiro[naphthalene-1,4′-piperidine]-1′-yl)piperidine-1-carboxylate). Reaction SMILES: [CH3:1][N:2]([CH3:20])[C:3]([C:5]1[C:19]2[C:14](=[CH:15][CH:16]=[CH:17][CH:18]=2)[C:8]2([CH2:13][CH2:12][NH:11][CH2:10][CH2:9]2)[CH2:7][CH:6]=1)=[O:4].O=[C:22]1[CH2:27][CH2:26][N:25]([C:28]([O:30][CH2:31][CH3:32])=[O:29])[CH2:24][CH2:23]1.C(O[BH-](OC(=O)C)OC(=O)C)(=O)C.[Na+].CO>ClCCCl.CC(C)[O-].[Ti+4].CC(C)[O-].CC(C)[O-].CC(C)[O-]>[CH3:1][N:2]([CH3:20])[C:3]([C:5]1[C:19]2[C:14](=[CH:15][CH:16]=[CH:17][CH:18]=2)[C:8]2([CH2:13][CH2:12][N:11]([CH:22]3[CH2:27][CH2:26][N:25]([C:28]([O:30][CH2:31][CH3:32])=[O:29])[CH2:24][CH2:23]3)[CH2:10][CH2:9]2)[CH2:7][CH:6]=1)=[O:4] |f:2.3,6.7.8.9.10|. Procedure: A solution of N,N-dimethyl-2H-spiro[naphthalene-1,4′-piperidine]-4-carboxamide (B3) (33 mg, 0.13 mmol) and ethyl 4-oxopiperidine-1-carboxylate (60 mg, 0.35 mmol) in 1,2-dichloroethane (2 ml) was stirred at 40° C. for 5 h, followed by addition of titanium (IV) isopropoxide (0.05 ml, 0.17 mmol). The reaction mixture was stirred for 18 h and treated with sodium triacetoxyborohydride (50 mg, 0.23 mmol) for 24 h. Methanol (1 ml) was added and the reaction mixture was stirred for 1 h, evaporated and t... The reactants are C([O-])([O-])=O.[K+].[K+] (potassium carbonate), BrC(C(=O)C)C1=CC=CC=C1 (1-bromo-1-phenyl-acetone), O(C1=CC=CC=C1)CC(C)N1CCNCC1 (N(1-phenoxy-2-propyl)piperazine). Run in CC(=O)CC (methylethylketone). Product: O(C1=CC=CC=C1)CC(C)N1CCN(CC1)C(C(=O)C)C1=CC=CC=C1 (1-[N(1-phenoxy-2-propyl)piperazino]-1-phenyl acetone). RXN SMILES: [O:1]([CH2:8][CH:9]([N:11]1[CH2:16][CH2:15][NH:14][CH2:13][CH2:12]1)[CH3:10])[C:2]1[CH:7]=[CH:6][CH:5]=[CH:4][CH:3]=1.C(=O)([O-])[O-].[K+].[K+].Br[CH:24]([C:28]1[CH:33]=[CH:32][CH:31]=[CH:30][CH:29]=1)[C:25]([CH3:27])=[O:26]>CC(CC)=O>[O:1]([CH2:8][CH:9]([N:11]1[CH2:12][CH2:13][N:14]([CH:24]([C:28]2[CH:33]=[CH:32][CH:31]=[CH:30][CH:29]=2)[C:25]([CH3:27])=[O:26])[CH2:15][CH2:16]1)[CH3:10])[C:2]1[CH:7]=[CH:6][CH:5]=[CH:4][CH:3]=1 |f:1.2.3|. Reported procedure: To N(1-phenoxy-2-propyl)piperazine (1 mole) dissolved in methylethylketone (1000 ml) are added dry potassium carbonate (2 moles) and 1-bromo-1-phenyl-acetone (1 mole). The mixture is refluxed during 5 hours, with stirring. The solvent is evaporated off in vacuo. The residue is taken up into water and is then extracted with methylene chloride. The organic phase is washed with water to neutral pH. The organic phase is extracted with a dilute aqueous hydrochloric acid solution and is then concentra... The reactants are C[N+]1([O-])CCOCC1, CC#N, CCC[N+](CCC)(CCC)CCC, O=[Ru](=O)(=O)[O-], CCOC(=O)C1CCC(O)CC1. RXN SMILES: [CH3:13][N+:14]1([O-:15])[CH2:16][CH2:17][O:18][CH2:19][CH2:20]1.[CH3:21][C:22]#[N:23].[CH3:29][CH2:30][CH2:31][N+:32]([CH2:33][CH2:34][CH3:35])([CH2:36][CH2:37][CH3:38])[CH2:39][CH2:40][CH3:41].[O-:24][Ru:25](=[O:26])(=[O:27])=[O:28].[OH:1][CH:2]1[CH2:3][CH2:4][CH:5]([C:8](=[O:9])[O:10][CH2:11][CH3:12])[CH2:6][CH2:7]1>>[O:1]=[C:2]1[CH2:3][CH2:4][CH:5]([C:8](=[O:9])[O:10][CH2:11][CH3:12])[CH2:6][CH2:7]1. Yields the product CCOC(=O)C1CCC(=O)CC1. Starting materials: COC1(c2ccccc2)CCN(C(=O)OC(C)(C)C)CC1, C1COCCO1, Cl, [Na+], [OH-]. Product: COC1(c2ccccc2)CCNCC1. RXN SMILES: [C:1]([O:2][C:3](=[O:4])[N:8]1[CH2:9][CH2:10][C:11]([c:14]2[cH:15][cH:16][cH:17][cH:18][cH:19]2)([O:20][CH3:21])[CH2:12][CH2:13]1)([CH3:5])([CH3:6])[CH3:7].[CH2:24]1[O:25][CH2:26][CH2:27][O:28][CH2:29]1.[ClH:30].[Na+:23].[OH-:22]>>[NH:8]1[CH2:9][CH2:10][C:11]([c:14]2[cH:15][cH:16][cH:17][cH:18][cH:19]2)([O:20][CH3:21])[CH2:12][CH2:13]1. The reactants are C(#N)C=1C=C(C(=O)N)C=CC1 (m-Cyanobenzamide), Cl.CO (hydrochloric acid methanol), CO (methanol). Product: C(#N)C1=CC=C(C(=O)OC)C=C1 (methyl p-cyanobenzoate). Isolated yield 93.0%. RXN SMILES: [C:1]([C:3]1[CH:4]=[C:5]([CH:9]=[CH:10][CH:11]=1)C(N)=O)#[N:2].Cl.[CH3:13][OH:14].[CH3:15][OH:16]>>[C:1]([C:3]1[CH:4]=[CH:5][C:9]([C:13]([O:16][CH3:15])=[O:14])=[CH:10][CH:11]=1)#[N:2] |f:1.2|. Procedure: m-Cyanobenzamide (73.0 g, 0.5 mol) which has a purity of 99% or more and methanol (460.3 g) were placed in a 2 l-separable flask, and the mixture was allowed to react at 64° C. for 12 hours while a 20% hydrochloric acid/methanol solution (162.4 g) prepared in advance was added thereto with stirring. Gas chromatographic analysis revealed that the reaction mixture contained 74.9 g of methyl p-cyanobenzoate (yield 93%). The reactants are C1(=CC=CC=C1)C(CNC(=NC1=CC=NC=C1)NC#N)O (N-(2-phenyl-2-hydroxyethyl)-N′-cyano-N″-4-pyridylguanidine), C1(=CC=CC=C1)P(C1=CC=CC=C1)C1=CC=CC=C1 (triphenylphosphine), N(=NC(=O)OC(C)C)C(=O)OC(C)C (diisopropyl azodicarboxylate). Solvent: C1CCOC1 (THF), C1CCOC1 (THF). Product: C1(=CC=CC=C1)C1CNC(N1C1=CC=NC=C1)=NC#N ([5-phenyl-1-(4-pyridyl)tetrahydro-1H-2-imidazolyliden]aminomethane-nitrile), solid. Isolated yield 72.0%. Reaction SMILES: [C:1]1([CH:7](O)[CH2:8][NH:9][C:10]([NH:18][C:19]#[N:20])=[N:11][C:12]2[CH:17]=[CH:16][N:15]=[CH:14][CH:13]=2)[CH:6]=[CH:5][CH:4]=[CH:3][CH:2]=1.C1(P(C2C=CC=CC=2)C2C=CC=CC=2)C=CC=CC=1.N(C(OC(C)C)=O)=NC(OC(C)C)=O>C1COCC1>[C:1]1([CH:7]2[N:11]([C:12]3[CH:17]=[CH:16][N:15]=[CH:14][CH:13]=3)[C:10](=[N:18][C:19]#[N:20])[NH:9][CH2:8]2)[CH:6]=[CH:5][CH:4]=[CH:3][CH:2]=1. Reported procedure: To a solution of N-(2-phenyl-2-hydroxyethyl)-N′-cyano-N″-4-pyridylguanidine (1.0 g, 3.56 mmol) and triphenylphosphine (1.86 g, 7.12 mmol) in THF (30 mL) at 0° C. was added diisopropyl azodicarboxylate (3.8 mL, 7.12 mmol) dissolved in 15 mL (THF) by syringe pump over 30 min. The resulting mixture was kept stirring and warmed to room temperature for 70 h. The product was precipitated from ether to form the white solid. The solid thus obtained was washed sequentially with ether, methanol and aceton...